From a dataset of the Open Reaction Database (ORD), a public repository of structured organic reaction records. describe an organic reaction: reactants, conditions, products, and yield Starting materials: CC1(c2ccsc2)OCC(=O)Nc2ccc(-c3ccc(C#N)[nH]3)cc21, COc1ccc(P2(=S)SP(=S)(c3ccc(OC)cc3)S2)cc1. As a reaction SMILES: [CH3:1][C:2]1([c:21]2[cH:22][s:23][cH:24][cH:25]2)[O:3][CH2:4][C:5](=[O:20])[NH:6][c:7]2[c:8]1[cH:9][c:10](-[c:13]1[cH:14][cH:15][c:16]([C:18]#[N:19])[nH:17]1)[cH:11][cH:12]2.[CH3:26][O:27][c:28]1[cH:29][cH:30][c:31]([P:32]2(=[S:35])[S:33][P:34]([c:36]3[cH:37][cH:38][c:39]([O:40][CH3:41])[cH:42][cH:43]3)(=[S:44])[S:45]2)[cH:46][cH:47]1>>[CH3:1][C:2]1([c:21]2[cH:22][s:23][cH:24][cH:25]2)[O:3][CH2:4][C:5](=[S:35])[NH:6][c:7]2[c:8]1[cH:9][c:10](-[c:13]1[cH:14][cH:15][c:16]([C:18]#[N:19])[nH:17]1)[cH:11][cH:12]2. Product: CC1(c2ccsc2)OCC(=S)Nc2ccc(-c3ccc(C#N)[nH]3)cc21. RXN SMILES: [BH3:1].[CH2:19]1[O:20][CH2:21][CH2:22][CH2:23]1.[CH3:16][OH:17].[CH3:2][O:3][c:4]1[cH:5][cH:6][c:7]([N+:13](=[O:14])[O-:15])[c:8]([CH2:10][C:11]#[N:12])[cH:9]1.[ClH:18]>>[CH3:2][O:3][c:4]1[cH:5][cH:6][c:7]([N+:13](=[O:14])[O-:15])[c:8]([CH2:10][CH2:11][NH2:12])[cH:9]1. Product: COc1ccc([N+](=O)[O-])c(CCN)c1. The reactants are B, C1CCOC1, CO, COc1ccc([N+](=O)[O-])c(CC#N)c1, Cl. The reactants are CC(C)([O-])C.[K+] (potassium t-butoxide), N1(CCCC1)S(=O)(=O)C=1C=C2C3(C(NC2=CC1)=O)OCCCO3 (5′-{[pyrrolidin-1-yl]sulfonyl}spiro[1,3-dioxane-2,3′-indol]-2′(1′H)-one), BrCCC(C)Br (1,3-dibromobutane), O (H2O). Solvent: CS(=O)C (DMSO). Reaction conditions: time 10 minute. Product: N1(CCCC1)S(=O)(=O)C=1C=C2C3(C(N(C2=CC1)C(C(C)Br)C)=O)OCCCO3 (3-[5′-{[pyrrolidin-1-yl]sulfonyl}-2′-oxospiro[1,3-dioxane-2.3′-indol]-1′(2′H)-yl]-2-bromo-butane), solid. Yield: 50.0%. As a reaction SMILES: CC(C)([O-])C.[K+].[N:7]1([S:12]([C:15]2[CH:16]=[C:17]3[C:21](=[CH:22][CH:23]=2)[NH:20][C:19](=[O:24])[C:18]23[O:29][CH2:28][CH2:27][CH2:26][O:25]2)(=[O:14])=[O:13])[CH2:11][CH2:10][CH2:9][CH2:8]1.Br[CH2:31][CH2:32][CH:33]([Br:35])[CH3:34].O>CS(C)=O>[N:7]1([S:12]([C:15]2[CH:16]=[C:17]3[C:21](=[CH:22][CH:23]=2)[N:20]([CH:32]([CH3:31])[CH:33]([Br:35])[CH3:34])[C:19](=[O:24])[C:18]23[O:29][CH2:28][CH2:27][CH2:26][O:25]2)(=[O:13])=[O:14])[CH2:11][CH2:10][CH2:9][CH2:8]1 |f:0.1|. Procedure: To a solution of potassium t-butoxide (0.12 g, 1 mmol, 1 eq) in anhydrous DMSO (5 mL) at room temperature under dry N2 atmosphere was added 5′-{[pyrrolidin-1-yl]sulfonyl}spiro[1,3-dioxane-2,3′-indol]-2′(1′H)-one (previously described in step 2, Example 12) (0.33 g, 1 mmol). After stirring for 10 minutes, 1,3-dibromobutane (0.22 g, 1 mmol, 1 eq) was added dropwise to the reaction over a 5 minute period. The reaction mixture was stirred at room temperature for one hour. The mixture was poured into... The reactants are O=C(O)C(=O)O, O=C([O-])[O-], O=S(=O)(c1ccc(O)cc1)c1nccn1Cc1ccccc1, CS(C)=O, COc1ccc(C(C)N(C)CCCCl)cc1OC, [K+], [K+], O. Product: COc1ccc(C(C)N(C)CCCOc2ccc(S(=O)(=O)c3nccn3Cc3ccccc3)cc2)cc1OC. RXN SMILES: [C:23]([OH:24])(=[O:25])[C:26]([OH:27])=[O:28].[C:47](=[O:48])([O-:49])[O-:50].[CH2:1]([c:2]1[cH:3][cH:4][cH:5][cH:6][cH:7]1)[n:8]1[c:9]([S:13](=[O:14])(=[O:15])[c:16]2[cH:17][cH:18][c:19]([OH:22])[cH:20][cH:21]2)[n:10][cH:11][cH:12]1.[CH3:54][S:55]([CH3:56])=[O:57].[Cl:29][CH2:30][CH2:31][CH2:32][N:33]([CH:34]([CH3:35])[c:36]1[cH:37][c:38]([O:44][CH3:45])[c:39]([O:42][CH3:43])[cH:40][cH:41]1)[CH3:46].[K+:51].[K+:52].[OH2:53]>>[CH2:1]([c:2]1[cH:3][cH:4][cH:5][cH:6][cH:7]1)[n:8]1[c:9]([S:13](=[O:14])(=[O:15])[c:16]2[cH:17][cH:18][c:19]([O:22][CH2:30][CH2:31][CH2:32][N:33]([CH:34]([CH3:35])[c:36]3[cH:37][c:38]([O:44][CH3:45])[c:39]([O:42][CH3:43])[cH:40][cH:41]3)[CH3:46])[cH:20][cH:21]2)[n:10][cH:11][cH:12]1. The reactants are ClCCl, O=C(OCc1ccc2ccccc2c1)N1CC=CCC1, O=C(OO)c1cccc(Cl)c1. The product is O=C(OCc1ccc2ccccc2c1)N1CCC2OC2C1. As a reaction SMILES: [CH2:32]([Cl:33])[Cl:34].[N:12]1([C:18](=[O:19])[O:20][CH2:21][c:22]2[cH:23][c:24]3[cH:25][cH:26][cH:27][cH:28][c:29]3[cH:30][cH:31]2)[CH2:13][CH:14]=[CH:15][CH2:16][CH2:17]1.[OH:1][O:2][C:3]([c:4]1[cH:5][c:6]([Cl:7])[cH:8][cH:9][cH:10]1)=[O:11]>>[O:1]1[CH:14]2[CH2:13][N:12]([C:18](=[O:19])[O:20][CH2:21][c:22]3[cH:23][c:24]4[cH:25][cH:26][cH:27][cH:28][c:29]4[cH:30][cH:31]3)[CH2:17][CH2:16][CH:15]12. Reactants: C(C=C)N=C=O (allylisocyanate), BrC1=CC=2C3=C(C=NC2C=C1)NC(N3C3=CC=C(C=C3)C(C#N)(C)C)=O (2-(4-(8-bromo-2-oxo-2,3-dihydro-1H-imidazo[4,5-c]quinolin-1-yl)phenyl)-2-methylpropanenitrile), BrC1=CC=2C3=C(C=NC2C=C1)NC(N3C3=CC=C(C=C3)C(C#N)(C)C)=O (2-(4-(8-bromo-2-oxo-2,3-dihydro-1H-imidazo[4,5-c]quinolin-1-yl)phenyl)-2-methylpropanenitrile), [F-].[K+] (potassium fluoride), O (water). Solvent: C1=CC=CC=C1 (benzene). Yields the product C(C=C)NC(=O)N1C(N(C2=C1C=NC=1C=CC(=CC21)Br)C2=CC=C(C=C2)C(C)(C)C#N)=O (N-allyl-8-bromo-1-(4-(2-cyanopropan-2-yl)phenyl)-2-oxo-1H-imidazo[4,5-c]quinoline-3(2H)-carboxamide). Reaction SMILES: [Br:1][C:2]1[CH:11]=[CH:10][C:9]2[N:8]=[CH:7][C:6]3[NH:12][C:13](=[O:26])[N:14]([C:15]4[CH:20]=[CH:19][C:18]([C:21]([CH3:25])([CH3:24])[C:22]#[N:23])=[CH:17][CH:16]=4)[C:5]=3[C:4]=2[CH:3]=1.[F-].[K+].[CH2:29]([N:32]=[C:33]=[O:34])[CH:30]=[CH2:31].O>C1C=CC=CC=1>[CH2:29]([NH:32][C:33]([N:12]1[C:6]2[CH:7]=[N:8][C:9]3[CH:10]=[CH:11][C:2]([Br:1])=[CH:3][C:4]=3[C:5]=2[N:14]([C:15]2[CH:20]=[CH:19][C:18]([C:21]([C:22]#[N:23])([CH3:24])[CH3:25])=[CH:17][CH:16]=2)[C:13]1=[O:26])=[O:34])[CH:30]=[CH2:31] |f:1.2|. Reported procedure: To a suspension of 2-(4-(8-bromo-2-oxo-2,3-dihydro-1H-imidazo[4,5-c]quinolin-1-yl)phenyl)-2-methylpropanenitrile (Intermediate 1, 0.040 g, 0.10 mmol) and potassium fluoride (0.009 g, 0.147 mmol) in dry benzene (6 ml) was added allylisocyanate (0.010 g, 0.10 mmol) at RT. The reaction was stirred at reflux temperature for 6 hours. The reaction mixture was cooled and poured into cold water, extracted with ethyl acetate (2×20 ml). Organic layer was washed with water dried over sodium sulfate and con... Starting materials: BrC=1C=C2C3=C(C(N(C(C3=CC=C2N2CCCC2)=O)O)=O)C1 (5-Bromo-2-hydroxy-7-(pyrrolidin-1-yl)-benzo[de]isoquinoline-1,3-dione), C1CC(=O)N(C1=O)Cl (NCS), O (water). Solvent: C(C)(=O)O (acetic acid). The product is BrC1=CC=2C3=C(C(N(C(C3=C1)=O)O)=O)C=C(C2N2CCCC2)Cl (8-Bromo-5-chloro-2-hydroxy-6-(pyrrolidin-1-yl)-benzo[de]isoquinoline-1,3-dione). The yield is 43.3%. Reaction SMILES: [Br:1][C:2]1[CH:3]=[C:4]2[C:13]([N:14]3[CH2:18][CH2:17][CH2:16][CH2:15]3)=[CH:12][CH:11]=[C:10]3[C:5]2=[C:6]([CH:22]=1)[C:7](=[O:21])[N:8]([OH:20])[C:9]3=[O:19].C1C(=O)N([Cl:30])C(=O)C1.O>C(O)(=O)C>[Br:1][C:2]1[CH:22]=[C:6]2[C:5]3=[C:10]([CH:11]=[C:12]([Cl:30])[C:13]([N:14]4[CH2:18][CH2:17][CH2:16][CH2:15]4)=[C:4]3[CH:3]=1)[C:9](=[O:19])[N:8]([OH:20])[C:7]2=[O:21]. Procedure details: A mixture of 5-bromo-2-hydroxy-7-(pyrrolidin-1-yl)-benzo[de]isoquinoline-1,3-dione (0.15 g, 0.42 mmol, from Example 59) and NCS (0.072 g, 0.54 mmol) in acetic acid (12 mL) was reacted at 100° C. for 3 hours. The reaction mixture was cooled and poured into water. The resulting precipitate was collected by filtration, washed with water, and dried to give 0.072 g of the title compound. The reactants are N (ammonia), ClC1=C(C(=CC(=C1)C(F)(F)F)Cl)N=C(C(C(F)(F)F)(F)F)Cl (N-(2,6-dichloro-4-trifluoromethylphenyl)-2,2,3,3,3-pentafluoropropionimidoyl chloride). The solvent is C(C)O (ethanol). Reaction conditions: time 30 minute. Yields the product ClC1=C(C(=CC(=C1)C(F)(F)F)Cl)NC(C(C(F)(F)F)(F)F)=N (N-(2,6-dichloro-4-trifluoromethylphenyl)-2,2,3,3,3-pentafluoropropionamidine). As a reaction SMILES: [NH3:1].[Cl:2][C:3]1[CH:8]=[C:7]([C:9]([F:12])([F:11])[F:10])[CH:6]=[C:5]([Cl:13])[C:4]=1[N:14]=[C:15](Cl)[C:16]([F:22])([F:21])[C:17]([F:20])([F:19])[F:18]>C(O)C>[Cl:2][C:3]1[CH:8]=[C:7]([C:9]([F:12])([F:11])[F:10])[CH:6]=[C:5]([Cl:13])[C:4]=1[NH:14][C:15](=[NH:1])[C:16]([F:22])([F:21])[C:17]([F:20])([F:19])[F:18]. Procedure: To a mixture of 40 ml of ethanol and 10 ml of 28% aqueous ammonia was added 3.9 g (10.0 mmol) of N-(2,6-dichloro-4-trifluoromethylphenyl)-2,2,3,3,3-pentafluoropropionimidoyl chloride, and the mixture was stirred at room temperature for 30 minutes. The reaction mixture was concentrated, and water was poured into the residue, which was then extracted with ethyl acetate. The organic layer was dried over anhydrous magnesium sulfate and then concentrated under reduced pressure to give 3.70 g of N-(2,...